From a dataset of the Open Reaction Database (ORD), a public repository of structured organic reaction records. describe an organic reaction: reactants, conditions, products, and yield Reactants: C1CCC2=NCCCN2CC1, COCCOC, CS(=O)c1nc(N)nc(-n2cccn2)c1C#N, OCc1ccccn1. Product: N#Cc1c(OCc2ccccn2)nc(N)nc1-n1cccn1. Reaction SMILES: [CH2:26]1[CH2:27][CH2:28][C:29]2=[N:34][CH2:33][CH2:32][CH2:31][N:30]2[CH2:35][CH2:36]1.[CH3:37][O:38][CH2:39][CH2:40][O:41][CH3:42].[NH2:1][c:2]1[n:3][c:4](-[n:13]2[n:14][cH:15][cH:16][cH:17]2)[c:5]([C:11]#[N:12])[c:6]([S:8]([CH3:9])=[O:10])[n:7]1.[OH:18][CH2:19][c:20]1[n:21][cH:22][cH:23][cH:24][cH:25]1>>[NH2:1][c:2]1[n:3][c:4](-[n:13]2[n:14][cH:15][cH:16][cH:17]2)[c:5]([C:11]#[N:12])[c:6]([O:18][CH2:19][c:20]2[n:21][cH:22][cH:23][cH:24][cH:25]2)[n:7]1. Starting materials: C(C)OC(C)OCC#CC(=O)C1=CC=C(C=C1)F (4-(1-ethoxyethoxy)-1-(4-fluorophenyl)-2-butyn-1-one), Cl (hydrochloric acid). Solvent: O1CCCC1 (tetrahydrofuran). Conditions: time 30 minute. Product: FC1=CC=C(C=C1)C(C#CCO)=O (1-(4-fluorophenyl)-4-hydroxy-2-butyn-1-one). RXN SMILES: C(OC([O:6][CH2:7][C:8]#[C:9][C:10]([C:12]1[CH:17]=[CH:16][C:15]([F:18])=[CH:14][CH:13]=1)=[O:11])C)C.Cl>O1CCCC1>[F:18][C:15]1[CH:14]=[CH:13][C:12]([C:10](=[O:11])[C:9]#[C:8][CH2:7][OH:6])=[CH:17][CH:16]=1. Procedure: A solution of 7.3 g (29 mmol) of 4-(1-ethoxyethoxy)-1-(4-fluorophenyl)-2-butyn-1-one in 100 ml of tetrahydrofuran was treated at room temperature with 29 ml of 2N hydrochloric acid, whereupon the mixture was stirred for 30 minutes. The reaction mixture was then extracted twice with ethyl acetate. The combined organic phases were washed in succession with saturated sodium carbonate solution and with water, dried over magnesium sulphate and concentrated. Crystallization of the residue from ethyl a...